Dataset: the Open Reaction Database (ORD), a public repository of structured organic reaction records. Task: describe an organic reaction: reactants, conditions, products, and yield The reactants are CO, O=NC1=C(O)C(=Cc2ccccc2)NC1=O, C=[N+]=[N-]. Yields the product COC1=C(N=O)C(=O)NC1=Cc1ccccc1. Reaction SMILES: [CH3:20][OH:21].[CH:4]([c:5]1[cH:6][cH:7][cH:8][cH:9][cH:10]1)=[C:11]1[C:12]([OH:19])=[C:13]([N:17]=[O:18])[C:14](=[O:16])[NH:15]1.[N+:1](=[N-:2])=[CH2:3]>>[CH3:3][O:19][C:12]1=[C:13]([N:17]=[O:18])[C:14](=[O:16])[NH:15][C:11]1=[CH:4][c:5]1[cH:6][cH:7][cH:8][cH:9][cH:10]1. Reactants: ClC(Cl)Cl, O=C(OO)c1cccc(Cl)c1, O=C(O)c1ccc(CCCC2SCC(=O)N2CCC2(O)CCCCC2)cc1. Product: O=C(O)c1cccc(Cl)c1. RXN SMILES: [CH:39]([Cl:40])([Cl:41])[Cl:42].[Cl:28][c:29]1[cH:30][c:31]([C:32](=[O:33])[O:34][OH:35])[cH:36][cH:37][cH:38]1.[OH:1][C:2]1([CH2:3][CH2:4][N:5]2[C:6](=[O:7])[CH2:8][S:9][CH:10]2[CH2:11][CH2:12][CH2:13][c:14]2[cH:15][cH:16][c:17]([C:18]([OH:19])=[O:20])[cH:21][cH:22]2)[CH2:23][CH2:24][CH2:25][CH2:26][CH2:27]1>>[Cl:28][c:29]1[cH:30][c:31]([C:32](=[O:33])[OH:34])[cH:36][cH:37][cH:38]1. Starting materials: CN1CCN(CCCO)CC1, COc1cc2c(Cl)ncnc2cc1O, ClCCl, CC(C)(C)OC(=O)N=NC(=O)OC(C)(C)C, c1ccc(P(c2ccccc2)c2ccccc2)cc1. Yields the product COc1cc2c(Cl)ncnc2cc1OCCCN1CCN(C)CC1. RXN SMILES: [CH3:31][N:32]1[CH2:33][CH2:34][N:35]([CH2:38][CH2:39][CH2:40][OH:41])[CH2:36][CH2:37]1.[Cl:17][c:18]1[n:19][cH:20][n:21][c:22]2[cH:23][c:24]([OH:30])[c:25]([O:28][CH3:29])[cH:26][c:27]12.[Cl:61][CH2:62][Cl:63].[N:1]([C:2]([O:3][C:4]([CH3:5])([CH3:6])[CH3:7])=[O:8])=[N:9][C:10]([O:11][C:12]([CH3:13])([CH3:14])[CH3:15])=[O:16].[c:42]1([P:43]([c:44]2[cH:45][cH:46][cH:47][cH:48][cH:49]2)[c:50]2[cH:51][cH:52][cH:53][cH:54][cH:55]2)[cH:56][cH:57][cH:58][cH:59][cH:60]1>>[Cl:17][c:18]1[n:19][cH:20][n:21][c:22]2[cH:23][c:24]([O:30][CH2:40][CH2:39][CH2:38][N:35]3[CH2:34][CH2:33][N:32]([CH3:31])[CH2:37][CH2:36]3)[c:25]([O:28][CH3:29])[cH:26][c:27]12. The reactants are [OH-].[Na+] (NaOH), C(=O)(OCC1=CC=CC=C1)N1CC(CC1)C(=O)OCCCC (N-Cbz-3-n-butoxycarbonyl pyrrolidine). Solvent: CO (MeOH). Run at time 1 hour. The product is C(=O)(OCC1=CC=CC=C1)N1CC(CC1)C(=O)O (N-Cbz-3-carboxy pyrrolidine). The yield is 69.7%. Reaction SMILES: [OH-].[Na+].[C:3]([N:13]1[CH2:17][CH2:16][CH:15]([C:18]([O:20]CCCC)=[O:19])[CH2:14]1)([O:5][CH2:6][C:7]1[CH:12]=[CH:11][CH:10]=[CH:9][CH:8]=1)=[O:4]>CO>[C:3]([N:13]1[CH2:17][CH2:16][CH:15]([C:18]([OH:20])=[O:19])[CH2:14]1)([O:5][CH2:6][C:7]1[CH:12]=[CH:11][CH:10]=[CH:9][CH:8]=1)=[O:4] |f:0.1|. Procedure: Aqueous 1M NaOH (6 ml) was added to a stirred solution of the above ester (1.37 g) in MeOH (6 ml). After 1 hour, the methanol was evaporated. H2O (20 ml) was added to the residue and 1M HCl (6 ml) was added dropwise to the stirred mixture. This aqueous phase was extracted with EtOAc (3×25 ml). The combined organic phases were washed with saturated brine (1×20 ml) dried and evaporated to give, as a colourless oil, N-Cbz-3-carboxy pyrrolidine (780 mg); The reactants are [Si](C)(C)(C(C)(C)C)OCCCCN1C(=CC=2C=NC=CC21)C(=O)OCC (ethyl 1-(4-(tert-butyldimethylsilyloxy)butyl)-1H-pyrrolo-[3,2-c]pyridine-2-carboxylate), [H-].[H-].[H-].[H-].[Li+].[Al+3] (LAH), solution. Run in C1CCOC1 (THF), C1CCOC1 (THF). Conditions: time 16 hour. Yields the product [Si](C)(C)(C(C)(C)C)OCCCCN1C(=CC=2C=NC=CC21)CO ((1-(4-(tert-butyldimethylsilyloxy)butyl)-1H-pyrrolo[3,2-c]-pyridin-2-yl)methanol). Yield: 93.3%. RXN SMILES: [Si:1]([O:8][CH2:9][CH2:10][CH2:11][CH2:12][N:13]1[C:21]2[CH:20]=[CH:19][N:18]=[CH:17][C:16]=2[CH:15]=[C:14]1[C:22](OCC)=[O:23])([C:4]([CH3:7])([CH3:6])[CH3:5])([CH3:3])[CH3:2].[H-].[H-].[H-].[H-].[Li+].[Al+3]>C1COCC1>[Si:1]([O:8][CH2:9][CH2:10][CH2:11][CH2:12][N:13]1[C:21]2[CH:20]=[CH:19][N:18]=[CH:17][C:16]=2[CH:15]=[C:14]1[CH2:22][OH:23])([C:4]([CH3:7])([CH3:5])[CH3:6])([CH3:3])[CH3:2] |f:1.2.3.4.5.6|. Procedure details: To a solution of 8-a (1.14 g, 3.14 mmol) in dry THF (100 mL) was added drop wise LAH (CAS 16853-85-3) (a 2M solution in THF, 1.89 mL, 3.77 mmol) at room temperature. The resulting mixture was stirred at room temperature for 16 hours. The reaction mixture was quenched by addition of ethyl acetate and methanol. Then it was poured into an ice water solution. The resulting mixture was filtered on celite and the two layers were separated. The aqueous layer was extracted with ethyl acetate (2×100 mL).... Starting materials: ClC1=C2C=C(NC2=CC=C1C#N)CCC (4-chloro-2-propyl-1H-indole-5-carbonitrile), BrCCOC1=CC=C(C=C1)NC(C)=O (N-{4-[(2-bromoethyl)oxy]phenyl}acetamide). Yields the product ClC1=C2C=C(N(C2=CC=C1C#N)CCOC1=CC=C(C=C1)NC(C)=O)CCC (N-(4-{[2-(4-Chloro-5-cyano-2-propyl-1H-indol-1-yl)ethyl]oxy}phenyl)acetamide). As a reaction SMILES: [Cl:1][C:2]1[C:10]([C:11]#[N:12])=[CH:9][CH:8]=[C:7]2[C:3]=1[CH:4]=[C:5]([CH2:13][CH2:14][CH3:15])[NH:6]2.Br[CH2:17][CH2:18][O:19][C:20]1[CH:25]=[CH:24][C:23]([NH:26][C:27](=[O:29])[CH3:28])=[CH:22][CH:21]=1>>[Cl:1][C:2]1[C:10]([C:11]#[N:12])=[CH:9][CH:8]=[C:7]2[C:3]=1[CH:4]=[C:5]([CH2:13][CH2:14][CH3:15])[N:6]2[CH2:17][CH2:18][O:19][C:20]1[CH:25]=[CH:24][C:23]([NH:26][C:27](=[O:29])[CH3:28])=[CH:22][CH:21]=1. Procedure: Synthesized as described in Example 4 from 4-chloro-2-propyl-1H-indole-5-carbonitrile and N-{4-[(2-bromoethyl)oxy]phenyl}acetamide: 1H NMR (400 MHz, DMSO-d6) δ 9.72 (s, 1 H), 7.90 (s, 1 H), 7.80 (d, J=8.5 Hz, 1 H), 7.54 (d, J=8.5 Hz, 1 H), 7.39 (d, J=9.0 Hz, 2 H), 6.71 (d, J=9.0 Hz, 2 H), 4.63 (t, J=4.9 Hz, 2 H), 4.18 (t, J=4.9 Hz, 2 H), 2.82 (t, J=4.9 Hz, 2 H), 1.94 (s, 3 H), 1.73-1.49 (m, 2 H), 0.94 (t, J=4.9 Hz, 3 H); MS (ES) m/z 396 (M+1). The reactants are BrC(C(=O)OC)C=1C=CC2=C(N=C(O2)C2=CC=C(C=C2)Cl)C1 (methyl α-bromo-2-p-chlorophenyl-5-benzoxazolylacetate), [OH-].[Na+] (sodium hydroxide). Solvent: O1CCOCC1 (dioxan). Reaction conditions: time 3 hour. The product is ClC1=CC=C(C=C1)C=1OC2=C(N1)C=C(C=C2)CC(=O)O (2-p-chlorophenyl-5-benzoxazolylacetic acid). RXN SMILES: Br[CH:2]([C:7]1[CH:8]=[CH:9][C:10]2[O:14][C:13]([C:15]3[CH:20]=[CH:19][C:18]([Cl:21])=[CH:17][CH:16]=3)=[N:12][C:11]=2[CH:22]=1)[C:3]([O:5]C)=[O:4].[OH-].[Na+]>O1CCOCC1>[Cl:21][C:18]1[CH:17]=[CH:16][C:15]([C:13]2[O:14][C:10]3[CH:9]=[CH:8][C:7]([CH2:2][C:3]([OH:5])=[O:4])=[CH:22][C:11]=3[N:12]=2)=[CH:20][CH:19]=1 |f:1.2|. Procedure: A solution of methyl α-bromo-2-p-chlorophenyl-5-benzoxazolylacetate (3 g.) in dioxan (30 ml.) was treated with aqueous 2N sodium hydroxide solution. The mixture was acidified and crude α-bromo-2-p-chlorophenyl-5-benzoxazolylacetic acid was filtered off. This solid was dissolved in ethanol (30 ml.) and palladium on charcoal added. The solution was hydrogenated for 3 hours. The catalyst was removed and the solution was evaporated to dryness. The residue was crystallised to give 2-p-chlorophenyl-5-... Starting materials: CO, COc1ccccc1Oc1ccc([N+](=O)[O-])cc1. Product: COc1ccccc1Oc1ccc(N)cc1. Reaction SMILES: [CH3:19][OH:20].[CH3:1][O:2][c:3]1[c:4]([O:5][c:6]2[cH:7][cH:8][c:9]([N+:12]([O-:13])=[O:14])[cH:10][cH:11]2)[cH:15][cH:16][cH:17][cH:18]1>>[CH3:1][O:2][c:3]1[c:4]([O:5][c:6]2[cH:7][cH:8][c:9]([NH2:12])[cH:10][cH:11]2)[cH:15][cH:16][cH:17][cH:18]1. Starting materials: NC=1S[C@@H]2[C@H](N1)[C@H]([C@@H]([C@H](O2)CO)O)O ((3aR,5R,6S,7R,7aR)-2-amino-5-(hydroxymethyl)-5,6,7,7a-tetrahydro-3aH-pyrano[3,2-d]thiazole-6,7-diol), N(=C=O)CC (isocyanatoethane). Run in CN(C=O)C (N,N-dimethylformamide). Conditions: time 10 minute. The product is OC1[C@@H]([C@H]2N=C(S[C@H]2O[C@@H]1CO)NC(=O)NCC)O (1-((3aR,5R,7R,7aR)-6,7-Dihydroxy-5-(hydroxymethyl)-5,6,7,7a-tetrahydro-3aH-pyrano[3,2-d]thiazol-2-yl)-3-ethylurea). Isolated yield 15.3%. RXN SMILES: [NH2:1][C:2]1[S:3][C@H:4]2[O:10][C@H:9]([CH2:11][OH:12])[C@@H:8]([OH:13])[C@H:7]([OH:14])[C@H:5]2[N:6]=1.[N:15]([CH2:18][CH3:19])=[C:16]=[O:17]>CN(C)C=O>[OH:13][CH:8]1[C@@H:9]([CH2:11][OH:12])[O:10][C@H:4]2[C@H:5]([N:6]=[C:2]([NH:1][C:16]([NH:15][CH2:18][CH3:19])=[O:17])[S:3]2)[C@H:7]1[OH:14]. Reported procedure: A solution of (3aR,5R,6S,7R,7aR)-2-amino-5-(hydroxymethyl)-5,6,7,7a-tetrahydro-3aH-pyrano[3,2-d]thiazole-6,7-diol (100 mg, 0.45 mmol) in N,N-dimethylformamide (10 mL) was treated with isocyanatoethane (32 mg, 0.45 mmol) for 1 hour at room temperature. The reaction mixture was condensed to give a residue, which was purified by Prep-HPLC with the following conditions [(Prep-HPLC): Column, 19*150 mm; mobile phase, water with 0.03% NH3H2O and CH3CN (10% CH3CN up to 45% in 10 min); Detector, 220 nm] ... The reactants are CC=1N=C(SC1)C1=NC=CC(=C1)CO ((2-(4-methylthiazol-2-yl)pyridin-4-yl)methanol). The reagents and catalysts are O=[Mn]=O (MnO2). The solvent is ClCCCl (DCE). Product: CC=1N=C(SC1)C=1C=C(C=O)C=CN1 (2-(4-methylthiazol-2-yl)isonicotinaldehyde). Reaction SMILES: [CH3:1][C:2]1[N:3]=[C:4]([C:7]2[CH:12]=[C:11]([CH2:13][OH:14])[CH:10]=[CH:9][N:8]=2)[S:5][CH:6]=1>ClCCCl.O=[Mn]=O>[CH3:1][C:2]1[N:3]=[C:4]([C:7]2[CH:12]=[C:11]([CH:10]=[CH:9][N:8]=2)[CH:13]=[O:14])[S:5][CH:6]=1. Procedure details: A solution of (2-(4-methylthiazol-2-yl)pyridin-4-yl)methanol (750 mg; 3.64 mmol) in anh. DCE (40 ml) was treated with MnO2 (1.581 g; 18.20 mmol), and the resulting mixture was heated at reflux, under nitrogen, for 1.5 h. After cooling to rt, the resulting reaction mixture was filtered over celite, and the separated solids were washed with DCM. The filtrate was concentrated to dryness under reduced pressure giving 2-(4-methylthiazol-2-yl)isonicotinaldehyde as an off-white solid. LC-MS (conditions...